This data is from the Open Reaction Database (ORD), a public repository of structured organic reaction records. The task is: describe an organic reaction: reactants, conditions, products, and yield The reactants are OC(C[C@@]1(CCN(C(O1)=O)[C@@H](C)C1=CC=C(C=C1)B1OC(C(O1)(C)C)(C)C)C1=CC=CC=C1)(C)C ((S)-6-(2-hydroxy-2-methylpropyl)-6-phenyl-3-[(S)-1-(4-(4,4,5,5-tetramethyl-1,3,2-dioxaborolan-2-yl)phenyl)ethyl]-1,3-oxazinan-2-one), BrC=1N=CSC1 (4-bromo-thiazole). Yields the product OC(C[C@@]1(CCN(C(O1)=O)[C@@H](C)C1=CC=C(C=C1)C=1N=CSC1)C1=CC=CC=C1)(C)C ((S)-6-(2-Hydroxy-2-methyl-propyl)-6-phenyl-3-[(S)-1-(4-thiazol-4-yl-phenyl)-ethyl]-[1,3]oxazinan-2-one). Reaction SMILES: [OH:1][C:2]([CH3:35])([CH3:34])[CH2:3][C@@:4]1([C:28]2[CH:33]=[CH:32][CH:31]=[CH:30][CH:29]=2)[O:9][C:8](=[O:10])[N:7]([C@H:11]([C:13]2[CH:18]=[CH:17][C:16](B3OC(C)(C)C(C)(C)O3)=[CH:15][CH:14]=2)[CH3:12])[CH2:6][CH2:5]1.Br[C:37]1[N:38]=[CH:39][S:40][CH:41]=1>>[OH:1][C:2]([CH3:34])([CH3:35])[CH2:3][C@@:4]1([C:28]2[CH:33]=[CH:32][CH:31]=[CH:30][CH:29]=2)[O:9][C:8](=[O:10])[N:7]([C@H:11]([C:13]2[CH:14]=[CH:15][C:16]([C:37]3[N:38]=[CH:39][S:40][CH:41]=3)=[CH:17][CH:18]=2)[CH3:12])[CH2:6][CH2:5]1. Reported procedure: The title compound was prepared from (S)-6-(2-hydroxy-2-methylpropyl)-6-phenyl-3-[(S)-1-(4-(4,4,5,5-tetramethyl-1,3,2-dioxaborolan-2-yl)phenyl)ethyl]-1,3-oxazinan-2-one and 4-bromo-thiazole following a procedure analogous to that described in Example 171. Mass spectrum (ESI+): m/z=437 [M+H]+. Starting materials: ClC1=C(C=CC(=C1Cl)OC)CCCC(=O)O (4-(2,3-dichloro-4-methoxyphenyl)butyric acid), 2-halo-3-methylanisoles, CC1=C(C=CC=C1Cl)OC (2-methyl-3-chloroanisole), ClC1=C(C=CC=C1C)OC (2-chloro-3-methylanisole), CC1=C(C=CC=C1C)OC (2,3-dimethylanisole), 2-methyl-3-haloanisoles. Yields the product CC1=C(C(=O)CCC(=O)O)C=CC(=C1C)OC (3-(2,3-dimethyl-4-methoxybenzoyl)propionic acid), ClC1=C(C(=O)CCC(=O)O)C=CC(=C1C)OC (3-(2-chloro-3-methyl-4-methoxybenzoyl)propionic acid), CC1=C(C(=O)CCC(=O)O)C=CC(=C1Cl)OC (3-(2-methyl-3-chloro-4-methoxybenzoyl)propionic acid). RXN SMILES: [CH3:1][C:2]1[C:7]([CH3:8])=[CH:6][CH:5]=[CH:4][C:3]=1[O:9][CH3:10].[Cl:11][C:12]1[C:17]([CH3:18])=[CH:16][CH:15]=[CH:14][C:13]=1[O:19][CH3:20].[CH3:21][C:22]1[C:27]([Cl:28])=[CH:26][CH:25]=[CH:24][C:23]=1[O:29][CH3:30].ClC1C(Cl)=C(OC)C=CC=1[CH2:41][CH2:42][CH2:43][C:44]([OH:46])=[O:45]>>[CH3:8][C:7]1[C:2]([CH3:1])=[C:3]([O:9][CH3:10])[CH:4]=[CH:5][C:6]=1[C:41]([CH2:42][CH2:43][C:44]([OH:46])=[O:45])=[O:19].[Cl:28][C:27]1[C:22]([CH3:21])=[C:23]([O:29][CH3:30])[CH:24]=[CH:25][C:26]=1[C:41]([CH2:42][CH2:43][C:44]([OH:46])=[O:45])=[O:9].[CH3:18][C:17]1[C:12]([Cl:11])=[C:13]([O:19][CH3:20])[CH:14]=[CH:15][C:16]=1[C:41]([CH2:42][CH2:43][C:44]([OH:46])=[O:45])=[O:9]. Reported procedure: It is equally suitable to employ an equimolar amount of 2,3-dimethylanisole, or 2-halo-3-methylanisoles such as 2-chloro-3-methylanisole; and 2-methyl-3-haloanisoles such as 2-methyl-3-chloroanisole in Step 1 in place of the 2,3-dichloroanisole used therein to obtain the corresponding 3-(2,3-dimethyl-4-methoxybenzoyl)propionic acid, 3-(2-chloro-3-methyl-4-methoxybenzoyl)propionic acid and 3-(2-methyl-3-chloro-4-methoxybenzoyl)propionic acid, which, in turn, are used in equimolar amount to substi... Reactants: ClS(=O)(=O)O (Chlorosulfonic acid), FC1=C(C(=CC=C1)F)O (2,6-difluorophenol). The solvent is ice water. Product: ClS(=O)(=O)C1=CC(=C(C(=C1)F)O)F (4-chlorosulfonyl-2,6-difluorophenol). The yield is 71.7%. As a reaction SMILES: [Cl:1][S:2]([OH:5])(=O)=[O:3].[F:6][C:7]1[CH:12]=[CH:11][CH:10]=[C:9]([F:13])[C:8]=1[OH:14]>>[Cl:1][S:2]([C:11]1[CH:12]=[C:7]([F:6])[C:8]([OH:14])=[C:9]([F:13])[CH:10]=1)(=[O:5])=[O:3]. Procedure details: Chlorosulfonic acid (112.6 g) was added dropwise with ice cooling to 2,6-difluorophenol (25 g). The reaction mixture was stirred at room temperature for an hour and poured into ice-water (600 ml), and the separated oily substance was extracted with methylene chloride. The methylene chloride layer was washed successively with water and a saturated aqueous sodium chloride solution, and dried over anhydrous magnesium sulfate. The solvent was evaporated under reduced pressure to give 4-chlorosulfony... The reactants are ClCC#N (chloroacetonitrile), C=1C=CC2=C(C1)C(=O)OC2(C=3C=CC(=CC3)O)C=4C=CC(=CC4)O (phenolphthalein), substituted phenylthioacetonitrile, C1(=CC=CC=C1)S (thiophenol), ClCC#N (chloroacetonitrile). Run in C(C)O (ethanol), O (water), [OH-].[Na+] (sodium hydroxide), [OH-].[Na+] (sodium hydroxide), O (water). Product: C(C)(C)(C)C1=CC=C(C=C1)SCC#N (2-(4-tert-butylphenylthio)acetonitrile). Reaction SMILES: [C:1]1([SH:7])[CH:6]=[CH:5][CH:4]=[CH:3][CH:2]=1.Cl[CH2:9][C:10]#[N:11].C1C=[CH:14][C:15]2[C:21](C3C=CC(O)=CC=3)(C3C=CC(O)=CC=3)OC(=O)[C:16]=2C=1>[OH-].[Na+].C(O)C.O>[C:15]([C:4]1[CH:5]=[CH:6][C:1]([S:7][CH2:9][C:10]#[N:11])=[CH:2][CH:3]=1)([CH3:21])([CH3:16])[CH3:14] |f:3.4|. Procedure: The substituted phenylthioacetonitrile starting materials can be prepared by the reaction of the corresponding thiophenol with chloroacetonitrile in alcoholic sodium hydroxide. In a representative procedure, a solution of 100 grams of 4-tert-butylthiophenyl and 45.3 grams chloroacetonitrile in 225 milliliters of 95 percent ethanol is stirred at room temperature while a solution of 24 grams sodium hydroxide in 36 milliliters water is added dropwise until the mixture remains alkaline to phenolphth... The reactants are O.[PH2](=O)[O-].[Na+] (sodium hypophosphite monohydrate), 2B, CC(=C)CC(C)(C)C (2,4,4-trimethyl-1-pentene), AlBN, S(O)(O)(=O)=O (sulfuric acid), AlBN. Solvent: C(C)O (ethanol). Run at time 15 minute. The product is CC(CP(O)=O)CC(C)(C)C (2,4,4-trimethylpentyl phosphinic acid). The yield is 88.1%. RXN SMILES: O.[PH2:2]([O-:4])=[O:3].[Na+].S(=O)(=O)(O)O.[CH3:11][C:12]([CH2:14][C:15]([CH3:18])([CH3:17])[CH3:16])=[CH2:13]>C(O)C>[CH3:11][CH:12]([CH2:14][C:15]([CH3:18])([CH3:17])[CH3:16])[CH2:13][PH:2](=[O:4])[OH:3] |f:0.1.2|. Reported procedure: A 2 L 4-neck flask, equipped with thermocouple well, a dropping funnel, overhead stirrer and reflux condenser is charged with 199 grams (1.88 moles) of sodium hypophosphite monohydrate and 500 mL of 2B ethanol. Into the resultant stirred suspension is added via the dropping funnel, 52 mL (1.87 moles) of concentrated sulfuric acid. During the addition the reaction mixture temperature rises from 21° C. to 27° C. After approximately 15 minutes, 100 mL (0.624 moles) of 2,4,4-trimethyl-1-pentene is a... Reactants: C(=CC1=CC=CC=C1)C1=NC2=C(N1)C=CC=C2 (2-styryl-1H-benzimidazole), FC1=NC=CC(=C1)C (2-fluoro-4-methylpyridine), N1=C(C=CC=C1)N1C(=NC2=C1C=CC=C2)\C=C\C2=CC=CC=C2 ((E)-1-(2-pyridyl)-2-styryl-1H-benzimidazole), Cl (hydrogen chloride). Solvent: CO (methanol). The product is Cl.CC1=CC(=NC=C1)N1C(=NC2=C1C=CC=C2)\C=C\C2=CC=CC=C2 ((E)-1-(4-Methylpyrid-2-yl)-2-styryl-1H-benzimidazole hydrochloride). As a reaction SMILES: [CH:1]([C:9]1[NH:13][C:12]2[CH:14]=[CH:15][CH:16]=[CH:17][C:11]=2[N:10]=1)=[CH:2][C:3]1[CH:8]=[CH:7][CH:6]=[CH:5][CH:4]=1.F[C:19]1[CH:24]=[C:23]([CH3:25])[CH:22]=[CH:21][N:20]=1.N1C=CC=CC=1N1C2C=CC=CC=2N=C1/C=C/C1C=CC=CC=1.[ClH:49]>CO>[ClH:49].[CH3:25][C:23]1[CH:22]=[CH:21][N:20]=[C:19]([N:13]2[C:12]3[CH:14]=[CH:15][CH:16]=[CH:17][C:11]=3[N:10]=[C:9]2/[CH:1]=[CH:2]/[C:3]2[CH:4]=[CH:5][CH:6]=[CH:7][CH:8]=2)[CH:24]=1 |f:5.6|. Procedure: Free base of the titled compound was prepared from 2-styryl-1H-benzimidazole and 2-fluoro-4-methylpyridine according to the preparation of (E)-1-(2-pyridyl)-2-styryl-1H-benzimidazole (Example 1, method B). The free base was treated with a 10% methanol solution of hydrogen chloride and concentrated to dryness. The residue was recrystallized from ethyl acetate/n-hexane to give the titled compound. MW: 358.68; mp: 221.0-222.5° C.; 1H-NMR (DMSO) δ: 8.66 (1H, d, J=5.1 Hz), 8.22-8.15 (1H, m), 7.86 (1H... Reactants: C1CCOC1, CCOC(=O)c1cnc(Cl)nc1-c1ccccc1, NN. Product: CCOC(=O)c1cnc(NN)nc1-c1ccccc1. RXN SMILES: [CH2:21]1[O:22][CH2:23][CH2:24][CH2:25]1.[Cl:1][c:2]1[n:3][cH:4][c:5]([C:14](=[O:15])[O:16][CH2:17][CH3:18])[c:6](-[c:8]2[cH:9][cH:10][cH:11][cH:12][cH:13]2)[n:7]1.[NH2:19][NH2:20]>>[c:2]1([NH:19][NH2:20])[n:3][cH:4][c:5]([C:14](=[O:15])[O:16][CH2:17][CH3:18])[c:6](-[c:8]2[cH:9][cH:10][cH:11][cH:12][cH:13]2)[n:7]1. The reactants are CC(C)(C)C(=Cc1ccc(C(=C2CCCCCC2)c2cccc(O)c2)cc1)C(=O)[O-], ClCCl, O=C(O)C(F)(F)F. The product is O=C(O)C=Cc1ccc(C(=C2CCCCCC2)c2cccc(O)c2)cc1. As a reaction SMILES: [CH3:1][C:2]([CH3:3])([CH3:4])[C:5]([C:6](=[O:7])[O-:8])=[CH:9][c:10]1[cH:11][cH:12][c:13]([C:16]([c:17]2[cH:18][c:19]([OH:23])[cH:20][cH:21][cH:22]2)=[C:24]2[CH2:25][CH2:26][CH2:27][CH2:28][CH2:29][CH2:30]2)[cH:14][cH:15]1.[Cl:38][CH2:39][Cl:40].[F:31][C:32]([F:33])([F:34])[C:35]([OH:36])=[O:37]>>[CH:5]([C:6](=[O:7])[OH:8])=[CH:9][c:10]1[cH:11][cH:12][c:13]([C:16]([c:17]2[cH:18][c:19]([OH:23])[cH:20][cH:21][cH:22]2)=[C:24]2[CH2:25][CH2:26][CH2:27][CH2:28][CH2:29][CH2:30]2)[cH:14][cH:15]1. The reactants are FC(C1=CC=C(C(=O)NCC(=O)C2=CC=C(C(=O)OCC)C=C2)C=C1)(F)F (ethyl 4-[2-(4-trifluoromethylbenzoylamino)-1-oxoethyl]benzoate), P(=O)(Cl)(Cl)Cl (phosphorus oxychloride). Procedure: In the same manner as in Example 106, ethyl 4-[2-(4-trifluoromethylbenzoylamino)-1-oxoethyl]benzoate was reacted with phosphorus oxychloride to obtain ethyl 4-[2-(4-trifluoromethylphenyl)-5-oxazolyl]benzoate. The product was recrystallized from ethanol. Yield: 60%. Pale yellow prisms. Melting point: 142 to 143° C. Isolated yield 60.0%. As a reaction SMILES: [F:1][C:2]([F:27])([F:26])[C:3]1[CH:25]=[CH:24][C:6]([C:7]([NH:9][CH2:10][C:11]([C:13]2[CH:23]=[CH:22][C:16]([C:17]([O:19][CH2:20][CH3:21])=[O:18])=[CH:15][CH:14]=2)=O)=[O:8])=[CH:5][CH:4]=1.P(Cl)(Cl)(Cl)=O>>[F:27][C:2]([F:1])([F:26])[C:3]1[CH:4]=[CH:5][C:6]([C:7]2[O:8][C:11]([C:13]3[CH:23]=[CH:22][C:16]([C:17]([O:19][CH2:20][CH3:21])=[O:18])=[CH:15][CH:14]=3)=[CH:10][N:9]=2)=[CH:24][CH:25]=1. Product: FC(C1=CC=C(C=C1)C=1OC(=CN1)C1=CC=C(C(=O)OCC)C=C1)(F)F (ethyl 4-[2-(4-trifluoromethylphenyl)-5-oxazolyl]benzoate). Reaction SMILES: [CH3:28][CH2:29][OH:30].[CH:11]([O:12][CH2:13][CH3:14])([O:15][CH2:16][CH3:17])[O:18][CH2:19][CH3:20].[NH2:1][c:2]1[c:3]([C:7](=[O:8])[O:9][CH3:10])[s:4][cH:5][cH:6]1.[OH:21][C:22]([C:23]([F:24])([F:25])[F:26])=[O:27]>>[NH:1]([c:2]1[c:3]([C:7](=[O:8])[O:9][CH3:10])[s:4][cH:5][cH:6]1)[CH3:11]. The product is CNc1ccsc1C(=O)OC. The reactants are CCO, CCOC(OCC)OCC, COC(=O)c1sccc1N, O=C(O)C(F)(F)F.